From a dataset of the Open Reaction Database (ORD), a public repository of structured organic reaction records. describe an organic reaction: reactants, conditions, products, and yield The reactants are N1=CC=CC=C1 (pyridine), OCC1CN(CC1)C(=O)OC(C)(C)C (tert-butyl 3-(hydroxymethyl)pyrrolidine-1-carboxylate). Reagents/catalysts: [O-2].[O-2].[O-2].[Cr+6] (chromium trioxide). Solvent: ClCCl (dichloromethane), ClCCl (dichloromethane). Reaction conditions: time 15 minute. Yields the product C(=O)C1CN(CC1)C(=O)OC(C)(C)C (tert-butyl 3-formylpyrrolidine-1-carboxylate). As a reaction SMILES: N1C=CC=CC=1.[OH:7][CH2:8][CH:9]1[CH2:13][CH2:12][N:11]([C:14]([O:16][C:17]([CH3:20])([CH3:19])[CH3:18])=[O:15])[CH2:10]1>ClCCl.[O-2].[O-2].[O-2].[Cr+6]>[CH:8]([CH:9]1[CH2:13][CH2:12][N:11]([C:14]([O:16][C:17]([CH3:20])([CH3:19])[CH3:18])=[O:15])[CH2:10]1)=[O:7] |f:3.4.5.6|. Reported procedure: To a solution of pyridine (9.5 g, 0.12 mol) in dichloromethane (150 mL) was added chromium trioxide (6.0 g, 0.06 mol). The internal reaction temperature was not allowed to exceed 20° C. during the addition. After 15 minutes, the stirred mixture was charged with a solution of tert-butyl 3-(hydroxymethyl)pyrrolidine-1-carboxylate (2.0 g, 10 mmol) in dichloromethane (30 mL). After 15 minutes, the solution was decanted from the reaction vessel which was washed with dichloromethane (200 mL). The orga... Procedure details: (Tert-butyldimethylsilyloxymethyl)tri-n-butyltin (Tetrahedron Vol. 45, No. 4, 993-1006: 121 mg) and tetrakistriphenylphosphinepalladium (13.4 mg) were added to a N-methylpyrrolidone (2.5 ml) solution of the compound 323-4 (100 mg), and the obtained mixture was stirred at 140° C. for 6 hours. The temperature of the reaction solution was returned to room temperature. Thereafter, THF (2 ml) and tetrabutyl ammonium fluoride (1 M THF solution: 232 ul) were added to the reaction solution, and the obta... Product: FC=1C=C(C=CC1)C1(C(C1)C(=O)NC1=NC=C(C=C1)F)COC=1C(=NC(=NC1)CO)C (2-(3-fluorophenyl)-N-(5-fluoropyridin-2-yl)-2-{[(2-hydroxymethyl-4-methylpyrimidin-5-yl)oxy]methyl}cyclopropanecarboxamide). Run in O (Water). Starting materials: [Si](C)(C)(C(C)(C)C)OC[Sn](CCCC)(CCCC)CCCC ((Tert-butyldimethylsilyloxymethyl)tri-n-butyltin), [F-].C(CCC)[N+](CCCC)(CCCC)CCCC (tetrabutyl ammonium fluoride), C1CCOC1 (THF), CN1C(CCC1)=O (N-methylpyrrolidone), ClC1=NC=C(C(=N1)C)OCC1(C(C1)C1=CC(=CC=C1)F)C(=O)NC1=NC=C(C=C1)F (([(2-chloro-4-methylpyrimidin-5-yl)oxy]methyl}-2-(3-fluorophenyl)-N-(5-fluoropyridin-2-yl)cyclopropanecarboxamide). Conditions: temperature 140 celsius, time 6 hour. Reagents/catalysts: C=1C=CC(=CC1)[P](C=2C=CC=CC2)(C=3C=CC=CC3)[Pd]([P](C=4C=CC=CC4)(C=5C=CC=CC5)C=6C=CC=CC6)([P](C=7C=CC=CC7)(C=8C=CC=CC8)C=9C=CC=CC9)[P](C=1C=CC=CC1)(C=1C=CC=CC1)C=1C=CC=CC1 (tetrakistriphenylphosphinepalladium). RXN SMILES: [Si]([O:8][CH2:9][Sn](CCCC)(CCCC)CCCC)(C(C)(C)C)(C)C.[CH3:23][N:24]1[CH2:28][CH2:27][CH2:26][C:25]1=O.ClC1N=C(C)C(OC[C:40]2([C:50]([NH:52][C:53]3[CH:58]=[CH:57][C:56]([F:59])=[CH:55][N:54]=3)=[O:51])[CH2:42][CH:41]2[C:43]2[CH:48]=[CH:47][CH:46]=[C:45]([F:49])[CH:44]=2)=CN=1.[F-].C([N+:65](CCCC)(CCCC)CCCC)CCC.C1[CH2:82][O:81]CC1>C1C=CC([P]([Pd]([P](C2C=CC=CC=2)(C2C=CC=CC=2)C2C=CC=CC=2)([P](C2C=CC=CC=2)(C2C=CC=CC=2)C2C=CC=CC=2)[P](C2C=CC=CC=2)(C2C=CC=CC=2)C2C=CC=CC=2)(C2C=CC=CC=2)C2C=CC=CC=2)=CC=1.O>[F:49][C:45]1[CH:44]=[C:43]([C:41]2([CH2:82][O:81][C:27]3[C:26]([CH3:25])=[N:65][C:23]([CH2:9][OH:8])=[N:24][CH:28]=3)[CH2:42][CH:40]2[C:50]([NH:52][C:53]2[CH:58]=[CH:57][C:56]([F:59])=[CH:55][N:54]=2)=[O:51])[CH:48]=[CH:47][CH:46]=1 |f:3.4,^1:86,88,107,126|. Starting materials: C[C@H]1[C@@H]([C@H](C=CO1)OC(=O)C)OC(=O)C (3,4-di-O-acetyl-L-rhamnal), O (water), O.[Br-].[Li+] (lithium bromide hydrate), Example 1. Run in C(C)#N (acetonitrile). Conditions: time 15 minute. Product: C(C)(=O)O[C@H]1CC(O)O[C@H]([C@@H]1OC(C)=O)C (2,6-Dideoxy-3,4-di-O-acetyl-L-arabino-hexopyranose). Yield: 69.2%. RXN SMILES: [CH3:1][C@@H:2]1[O:7][CH:6]=[CH:5][C@H:4]([O:8][C:9]([CH3:11])=[O:10])[C@H:3]1[O:12][C:13]([CH3:15])=[O:14].[OH2:16].[Br-].[Li+].O>C(#N)C>[C:9]([O:8][C@@H:4]1[C@@H:3]([O:12][C:13](=[O:14])[CH3:15])[C@H:2]([CH3:1])[O:7][CH:6]([OH:16])[CH2:5]1)(=[O:10])[CH3:11] |f:1.2.3|. Procedure details: To a solution of 3,4-di-O-acetyl-L-rhamnal (5.0 g) and lithium bromide hydrate (5.0 g) in acetonitrile (150 ml), activated resin prepared as in Example 1 (3.0 g) and water (6 ml) were added and stirred at room temperature for 15 min. The product was isolated as described for Example 1. Purification by chromatography on a column of Silica Gel using ethyl acetate-hexane 3:8) as eluant gave the title compound (3.75 g). α:β=2:1. [α]D20 =-96.8°±2° (c 0 96. CHCl3). 1H NMR δ: 5.36 (H-1α), 5.33 (m, H-3α...